This data is from the Open Reaction Database (ORD), a public repository of structured organic reaction records. The task is: describe an organic reaction: reactants, conditions, products, and yield Starting materials: ClC=1C=C(CN)C=CC1Cl (3,4-dichlorobenzylamine), ClC=1C2=C(N=C(N1)C1=CC=NC=C1)SC(=C2)C (4-chloro-2-(pyridin-4-yl)-6-methyl-thieno-[2,3-d]-pyrimidine). The product is N1=CC=C(C=C1)C=1N=C(C2=C(N1)SC(=C2)C)NCC2=CC(=C(C=C2)Cl)Cl (2-(pyridin-4-yl)-4-(3,4-dichlorobenzylamino)-6-methyl-thieno-[2,3-d]-pyrimidine). RXN SMILES: [Cl:1][C:2]1[CH:3]=[C:4]([CH:7]=[CH:8][C:9]=1[Cl:10])[CH2:5][NH2:6].Cl[C:12]1[C:13]2[CH:26]=[C:25]([CH3:27])[S:24][C:14]=2[N:15]=[C:16]([C:18]2[CH:23]=[CH:22][N:21]=[CH:20][CH:19]=2)[N:17]=1>>[N:21]1[CH:20]=[CH:19][C:18]([C:16]2[N:17]=[C:12]([NH:6][CH2:5][C:4]3[CH:7]=[CH:8][C:9]([Cl:10])=[C:2]([Cl:1])[CH:3]=3)[C:13]3[CH:26]=[C:25]([CH3:27])[S:24][C:14]=3[N:15]=2)=[CH:23][CH:22]=1. Reported procedure: With the procedure of Example 1, the reaction of 3,4-dichlorobenzylamine with 4-chloro-2-(pyridin-4-yl)-6-methyl-thieno-[2,3-d]-pyrimidine yields 2-(pyridin-4-yl)-4-(3,4-dichlorobenzylamino)-6-methyl-thieno-[2,3-d]-pyrimidine. Reactants: solid, Cl.Cl.O1C=C(C=C2C1=CC=C2)C2N(CCCC2)CC[C@@H]2CC[C@H](CC2)N (trans-4-[2-(4-benzofuran-3-yl-piperidin-1-yl)-ethyl]-cyclohexylamine dihydrochloride), Cl.Cl.O1C=C(C=C2C1=CC=C2)C2N(CCCC2)CC[C@@H]2CC[C@H](CC2)N (trans-4-[2-(4-benzofuran-3-yl-piperidin-1-yl)-ethyl]-cyclohexylamine dihydrochloride), C(C)(C)C1=CC=C(C(=O)O)C=C1 (4-isopropyl-benzoic acid). Product: O1C=C(C=C2C1=CC=C2)C2N(CCCC2)CC[C@@H]2CC[C@H](CC2)NC(C2=CC=C(C=C2)C(C)C)=O (trans-N-{4-[2-(4-Benzofuran-3-yl-piperidin-1-yl)-ethyl]-cyclohexyl}-4-isopropyl-benzamide). As a reaction SMILES: Cl.Cl.[O:3]1[C:8]2=[CH:9][CH:10]=[CH:11][C:7]2=[CH:6][C:5]([CH:12]2[CH2:17][CH2:16][CH2:15][CH2:14][N:13]2[CH2:18][CH2:19][C@H:20]2[CH2:25][CH2:24][C@H:23]([NH2:26])[CH2:22][CH2:21]2)=[CH:4]1.[CH:27]([C:30]1[CH:38]=[CH:37][C:33]([C:34](O)=[O:35])=[CH:32][CH:31]=1)([CH3:29])[CH3:28]>>[O:3]1[C:8]2=[CH:9][CH:10]=[CH:11][C:7]2=[CH:6][C:5]([CH:12]2[CH2:17][CH2:16][CH2:15][CH2:14][N:13]2[CH2:18][CH2:19][C@H:20]2[CH2:21][CH2:22][C@H:23]([NH:26][C:34](=[O:35])[C:33]3[CH:37]=[CH:38][C:30]([CH:27]([CH3:28])[CH3:29])=[CH:31][CH:32]=3)[CH2:24][CH2:25]2)=[CH:4]1 |f:0.1.2|. Reported procedure: The title compound, light yellow solid (42 mg, 36%), MS (ISP) m/z=473.4 [(M+H)+], mp 188° C., was prepared in accordance with the general method of example 1 from trans-4-[2-(4-benzofuran-3-yl-piperidin-1-yl)-ethyl]-cyclohexylamine dihydrochloride (intermediate A) (100 mg, 0.25 mmol) and 4-isopropyl-benzoic acid. Reaction conditions: time 60 minute. RXN SMILES: [Br-].[Br-].[Br-].[C:4]1([N+:10](C)(C)C)[CH:9]=CC=CC=1.[C:14]1([N+](C)(C)C)[CH:19]=CC=C[CH:15]=1.C1([N+:30](C)(C)C)C=CC=CC=1.O1CCCC1.O=[C:40]1[C:46]2[CH:47]=[CH:48][CH:49]=[CH:50][C:45]=2[N:44]([C:51]([C:53]2[CH:70]=[CH:69][C:56]([NH:57][C:58](=[O:68])[C:59]3[CH:64]=[CH:63][CH:62]=[CH:61][C:60]=3C(C)C)=[CH:55][CH:54]=2)=[O:52])[CH2:43][CH2:42][CH2:41]1.[OH2:71]>>[CH:14]([O:71][C:64]1[CH:63]=[CH:62][CH:61]=[CH:60][C:59]=1[C:58]([NH:57][C:56]1[CH:55]=[CH:54][C:53]([C:51]([N:44]2[C:45]3[CH:50]=[CH:49][CH:48]=[CH:47][C:46]=3[C:40]3[NH:30][C:4]([CH3:9])=[N:10][C:41]=3[CH2:42][CH2:43]2)=[O:52])=[CH:70][CH:69]=1)=[O:68])([CH3:19])[CH3:15] |f:0.1.2.3.4.5|. Product: C(C)(C)OC1=C(C(=O)NC2=CC=C(C=C2)C(=O)N2CCC3=C(C4=C2C=CC=C4)NC(=N3)C)C=CC=C1 (2-isopropoxy-4'-[(2-methyl-1,4,5,6-tetrahydroimidazo[4,5-d][1]benzazepin-6-yl)carbonyl]benzanilide). Starting materials: O (water), [Br-].[Br-].[Br-].C1(=CC=CC=C1)[N+](C)(C)C.C1(=CC=CC=C1)[N+](C)(C)C.C1(=CC=CC=C1)[N+](C)(C)C (phenyltrimethylammonium tribromide), O1CCCC1 (tetrahydrofuran), O=C1CCCN(C2=C1C=CC=C2)C(=O)C2=CC=C(NC(C1=C(C=CC=C1)C(C)C)=O)C=C2 (4'-[(5-oxo-2,3,4,5-tetrahydro1H-1-benzazepin-1-yl)carbonyl]-2-isopropylbenzanilide). Procedure details: With cooling on an ice bath, a 793 mg portion of phenyltrimethylammonium tribromide was added to 20 ml of tetrahydrofuran solution containing 1.0 g of 4'-[(5-oxo-2,3,4,5-tetrahydro1H-1-benzazepin-1-yl)carbonyl]-2-isopropylbenzanilide, and the mixture was warmed up to room temperature. Filtration was carried out when disappearance of the color of bromine was confirmed after about 60 minutes. The filtered material was washed with tetrahydrofuran, and the filtrates were combined and concentrated. T... Starting materials: ClC=1C=C(C=2N(C1)C=CN2)NC2=NC=C(C=C2)N2CCN(CC2)C (6-Chloro-N-(5-(4-methylpiperazin-1-yl)pyridin-2-yl)imidazo[1,2-a]pyridin-8-amine), BrC=1C=2N(N=C(C1)Cl)C=CN2 (8-Bromo-6-chloroimidazo[1,2-b]pyridazine), NC1=CC=C(C=N1)N1CCN(CC1)C(=O)OC(C)(C)C (tert-Butyl 4-(6-Aminopyridin-3-yl)piperazine-1-carboxylate). Yields the product ClC=1C=C(C=2N(N1)C=CN2)NC2=CC=C(C=N2)N2[C@H](CN(CC2)C(=O)OC(C)(C)C)C ((S)-tert-Butyl 4-(6-(6-Chloroimidazo[1,2-b]pyridazin-8-ylamino)pyridin-3-yl)-3-methylpiperazine-1-carboxylate). Yield: 80.0%. As a reaction SMILES: Cl[C:2]1C=C(NC2C=CC(N3CCN(C)CC3)=CN=2)C2N(C=CN=2)C=1.Br[C:26]1[C:27]2[N:28]([CH:33]=[CH:34][N:35]=2)[N:29]=[C:30]([Cl:32])[CH:31]=1.[NH2:36][C:37]1[N:42]=[CH:41][C:40]([N:43]2[CH2:48][CH2:47][N:46]([C:49]([O:51][C:52]([CH3:55])([CH3:54])[CH3:53])=[O:50])[CH2:45][CH2:44]2)=[CH:39][CH:38]=1>>[Cl:32][C:30]1[CH:31]=[C:26]([NH:36][C:37]2[N:42]=[CH:41][C:40]([N:43]3[CH2:48][CH2:47][N:46]([C:49]([O:51][C:52]([CH3:55])([CH3:54])[CH3:53])=[O:50])[CH2:45][C@@H:44]3[CH3:2])=[CH:39][CH:38]=2)[C:27]2[N:28]([CH:33]=[CH:34][N:35]=2)[N:29]=1. Reported procedure: Following the procedure for 101b and starting with 8-bromo-6-chloroimidazo[1,2-b]pyridazine 104a (1.44 g, 6.2 mmol), and 115b (905 mg, 3.1 mmol) afforded 115c as a yellow solid (2.2 g, 80%). MS-ESI: [M+H]+ 444.2